From a dataset of the Open Reaction Database (ORD), a public repository of structured organic reaction records. describe an organic reaction: reactants, conditions, products, and yield The solvent is C(Cl)Cl (CH2Cl2). Reported procedure: To a solution of 6-(2-(4-methoxybenzyloxy)-4-methylpyridin-3-yl)quinazolin-2-amine (0.650 g, 1.75 mmol) in CH2Cl2 (1 mL) at RT was added TFA (1.00 ml, 13.0 mmol). After 10 min the solvent and excess acid was removed in vacuo. The residue was taken up in EtOAc and saturated NaHCO3 was added. The resulting white precipitate was removed by filtration. The solid material, 3-(2-aminoquinazolin-6-yl)-4-methylpyridin-2(1H)-one, was dried in vacuo and used without further purification. M+H+=253.1. Product: NC1=NC2=CC=C(C=C2C=N1)C=1C(NC=CC1C)=O (3-(2-aminoquinazolin-6-yl)-4-methylpyridin-2(1H)-one). As a reaction SMILES: COC1C=CC(C[O:8][C:9]2[C:14]([C:15]3[CH:16]=[C:17]4[C:22](=[CH:23][CH:24]=3)[N:21]=[C:20]([NH2:25])[N:19]=[CH:18]4)=[C:13]([CH3:26])[CH:12]=[CH:11][N:10]=2)=CC=1.C(O)(C(F)(F)F)=O>C(Cl)Cl>[NH2:25][C:20]1[N:19]=[CH:18][C:17]2[C:22](=[CH:23][CH:24]=[C:15]([C:14]3[C:9](=[O:8])[NH:10][CH:11]=[CH:12][C:13]=3[CH3:26])[CH:16]=2)[N:21]=1. Reactants: COC1=CC=C(COC2=NC=CC(=C2C=2C=C3C=NC(=NC3=CC2)N)C)C=C1 (6-(2-(4-methoxybenzyloxy)-4-methylpyridin-3-yl)quinazolin-2-amine), C(=O)(C(F)(F)F)O (TFA). The product is CC(C)COP(C)(=O)CC(CN)c1ccc(F)cc1. Starting materials: CCO, CC(C)COP(C)(=O)CC(C[N+](=O)[O-])c1ccc(F)cc1, [H][H], N. Reaction SMILES: [CH3:25][CH2:26][OH:27].[F:1][c:2]1[cH:3][cH:4][c:5]([CH:8]([CH2:9][P:10]([O:11][CH2:12][CH:13]([CH3:14])[CH3:15])(=[O:16])[CH3:17])[CH2:18][N+:19]([O-:20])=[O:21])[cH:6][cH:7]1.[H:23][H:24].[NH3:22]>>[F:1][c:2]1[cH:3][cH:4][c:5]([CH:8]([CH2:9][P:10]([O:11][CH2:12][CH:13]([CH3:14])[CH3:15])(=[O:16])[CH3:17])[CH2:18][NH2:19])[cH:6][cH:7]1. Reactants: C(=O)(Cl)Cl (phosgene), C(C)(C)(C)SC1=CC=C(C=C1)[N+](=O)[O-] (4-(t-butylmercapto)nitrobenzene), C(C)(C)(C)SC1=CC=C(N)C=C1 (4-(t-butylmercapto)aniline), O (water). Reagents/catalysts: [Fe] (iron). Run in C(C)(=O)O (acetic acid), C1=CC=CC=C1 (benzene), C1=CC=CC=C1 (benzene). Reaction conditions: temperature 90 celsius, time 18 hour. The product is SC1=CC=C(C=C1)N=C=O (4-mercaptophenyl isocyanate). As a reaction SMILES: C([S:5][C:6]1[CH:11]=[CH:10][C:9]([N+:12]([O-])=O)=[CH:8][CH:7]=1)(C)(C)C.O.C(SC1C=CC(N)=CC=1)(C)(C)C.[C:28](Cl)(Cl)=[O:29]>[Fe].C1C=CC=CC=1.C(O)(=O)C>[SH:5][C:6]1[CH:11]=[CH:10][C:9]([N:12]=[C:28]=[O:29])=[CH:8][CH:7]=1. Procedure: To a suspension of 4-(t-butylmercapto)nitrobenzene (52.8 g., 0.25 mol) and iron powder (150 g.) in 1 l. of water there was added 1 ml. of acetic acid. The reaction mixture was stirred 18 hours at 90° C. and filtered. Both the residue and filtrate were extracted several times with methylene dichloride, and the combined dried methylene dichloride extracts were concentrated at reduced pressure to give 18.2 g. of a brown oil. This is a 40% weight yield of 4-(t-butylmercapto)aniline. To this oil in 1... Starting materials: C(C)N(C(C(=O)OC)=O)CCC (methyl N-ethyl-N-n-propyloxamate), [OH-].[Na+] (sodium hydroxide). Run in CO (methanol), O (water). Product: C(C)N(C(C(=O)[O-])=O)CCC.[Na+] (sodium N-ethyl-N-n-propyloxamate). Yield: 98.2%. As a reaction SMILES: [CH2:1]([N:3]([CH2:10][CH2:11][CH3:12])[C:4](=[O:9])[C:5]([O:7]C)=[O:6])[CH3:2].[OH-].[Na+:14]>CO.O>[CH2:1]([N:3]([CH2:10][CH2:11][CH3:12])[C:4](=[O:9])[C:5]([O-:7])=[O:6])[CH3:2].[Na+:14] |f:1.2,5.6|. Procedure details: 475 mg (2.75 mmole) of methyl N-ethyl-N-n-propyloxamate was dissolved in 10 ml of methanol. The resulting mixture was stirred under ice-cooling. 109 mg (2.75 mmole) of sodium hydroxide was dissolved in 5 ml of water, and the resulting solution was added dropwise to said mixture. After completion of the dropwise addition, the reaction mixture was stirred for 3 hours at room temperature. Methanol was distilled off from the reaction solution under reduced pressure and the remaining aqueous layer wa... Starting materials: NC1=C(C=C(C=2OCCC21)C(=O)O)Cl (4-amino-5-chloro-2,3-dihydrobenzo[b]furan-7-carboxylic acid), N,N'-carbonyldiimidazole, NC[C@H]1NCCC1 ((S)-2-aminomethylpyrrolidine), N,N'-carbonyldiimidazole. The solvent is C1CCOC1 (THF), C1CCOC1 (THF). Conditions: temperature -30 celsius, time 6 hour. Yields the product Cl.NC1=C(C=C(C=2OCCC21)C(=O)NC[C@H]2NCCC2)Cl ((S)-4-amino-5-chloro-N-(2-pyrrolidinylmethyl)-2,3-dihydrobenzo[b]furan-7-carboxamide hydrochloride), compound. Isolated yield 72.8%. As a reaction SMILES: [NH2:1][C:2]1[C:10]2[CH2:9][CH2:8][O:7][C:6]=2[C:5]([C:11]([OH:13])=O)=[CH:4][C:3]=1[Cl:14].[NH2:15][CH2:16][C@@H:17]1[CH2:21][CH2:20][CH2:19][NH:18]1>C1COCC1>[ClH:14].[NH2:1][C:2]1[C:10]2[CH2:9][CH2:8][O:7][C:6]=2[C:5]([C:11]([NH:15][CH2:16][C@@H:17]2[CH2:21][CH2:20][CH2:19][NH:18]2)=[O:13])=[CH:4][C:3]=1[Cl:14] |f:3.4|. Procedure: To a suspension of 4-amino-5-chloro-2,3-dihydrobenzo[b]furan-7-carboxylic acid (71.1 g, 0.33 mol) in 1400 ml of anhydrous THF was added N,N'-carbonyldiimidazole (54 g, 0.33 mol) at room temperature under argon. After 6 hours, an additional 0.02 equivalent (1.08 g) of N,N'-carbonyldiimidazole was added, and the mixture stirred overnight. The TLC analysis showed the disappearance of the starting material. The temperature was lowered to -30° C. with CCl4 /dry ice bath and (S)-2-aminomethylpyrrolidi... Starting materials: COC=1C=C(C2=C(NC(=N2)C)C1)C(F)(F)F (6-methoxy-2-methyl-4-trifluoromethyl-1H-benzimidazole), Cl.N1=CC=CC=C1 (pyridine hydrochloride). The solvent is CN(C)C=O (DMF). Yields the product CC=1NC2=C(N1)C(=CC(=C2)O)C(F)(F)F (2-methyl-7-trifluoromethyl-3H-benzimidazol-5-ol). RXN SMILES: C[O:2][C:3]1[CH:4]=[C:5]([C:13]([F:16])([F:15])[F:14])[C:6]2[N:10]=[C:9]([CH3:11])[NH:8][C:7]=2[CH:12]=1.Cl.N1C=CC=CC=1>CN(C=O)C>[CH3:11][C:9]1[NH:8][C:7]2[CH:12]=[C:3]([OH:2])[CH:4]=[C:5]([C:13]([F:16])([F:14])[F:15])[C:6]=2[N:10]=1 |f:1.2|. Procedure: A well stirred mixture of 450 mg (1.95 mmol) 6-methoxy-2-methyl-4-trifluoromethyl-1H-benzimidazole and 2.50 g (21.6 mmol) pyridine hydrochloride was heated for 15 min to 200° C. After cooling to RT the reaction mixture was combined with 3.0 mL DMF and purified by preparative HPLC. The fractions containing product were combined and evaporated down i.vac.